Dataset: the Open Reaction Database (ORD), a public repository of structured organic reaction records. Task: describe an organic reaction: reactants, conditions, products, and yield The reactants are Cc1cc(Br)ccc1C#N, CO, Cc1ccccc1, O=S(=O)(O)O. Product: Cc1cc(Br)ccc1C=O. As a reaction SMILES: [Br:1][c:2]1[cH:3][c:4]([CH3:10])[c:5]([C:6]#[N:7])[cH:8][cH:9]1.[CH3:11][OH:12].[CH3:18][c:19]1[cH:20][cH:21][cH:22][cH:23][cH:24]1.[S:13]([OH:14])(=[O:15])(=[O:16])[OH:17]>>[Br:1][c:2]1[cH:3][c:4]([CH3:10])[c:5]([CH:6]=[O:14])[cH:8][cH:9]1. Reactants: CN1CCN(C2=NC(=O)C(=Cc3ccc4c(cnn4Cc4ccc(Br)cc4C(F)(F)F)c3)S2)CC1, C=C(C)B(O)O. The product is C=C(C)c1ccc(Cn2ncc3cc(C=C4SC(N5CCN(C)CC5)=NC4=O)ccc32)c(C(F)(F)F)c1. Reaction SMILES: [Br:1][c:2]1[cH:3][c:4]([C:32]([F:33])([F:34])[F:35])[c:5]([CH2:6][n:7]2[n:8][cH:9][c:10]3[cH:11][c:12]([CH:16]=[C:17]4[C:18](=[O:29])[N:19]=[C:20]([N:22]5[CH2:23][CH2:24][N:25]([CH3:28])[CH2:26][CH2:27]5)[S:21]4)[cH:13][cH:14][c:15]23)[cH:30][cH:31]1.[C:36](=[CH2:37])([CH3:38])[B:39]([OH:40])[OH:41]>>[c:2]1([C:36](=[CH2:37])[CH3:38])[cH:3][c:4]([C:32]([F:33])([F:34])[F:35])[c:5]([CH2:6][n:7]2[n:8][cH:9][c:10]3[cH:11][c:12]([CH:16]=[C:17]4[C:18](=[O:29])[N:19]=[C:20]([N:22]5[CH2:23][CH2:24][N:25]([CH3:28])[CH2:26][CH2:27]5)[S:21]4)[cH:13][cH:14][c:15]23)[cH:30][cH:31]1. Reactants: C(C1=CC=CC=C1)OC(CN=C(C1=CC=CC=C1)C1=CC=CC=C1)=O (N-(diphenylmethylene)glycine benzyl ester), C(C)(=O)OCC.CCCCCC (ethyl acetate hexane), [H-].[Na+] (sodium hydride), C(C)(=O)OCC.CCCCCC (ethyl acetate hexane), BrCCOCCBr (2-bromoethyl ether). Run in COCCOC (ethylene glycol dimethyl ether), COCCOC (ethylene glycol dimethyl ether), COCCOC (ethylene glycol dimethyl ether), COCCOC (ethylene glycol dimethyl ether). Conditions: time 16 hour. Product: C(C1=CC=CC=C1)OC(=O)C1(CCOCC1)N=C(C1=CC=CC=C1)C1=CC=CC=C1 (4-[N-(diphenylmethylene)amino]tetrahydropyran-4-carboxylic acid benzyl ester). RXN SMILES: [H-].[Na+].[CH2:3]([O:10][C:11](=[O:27])[CH2:12][N:13]=[C:14]([C:21]1[CH:26]=[CH:25][CH:24]=[CH:23][CH:22]=1)[C:15]1[CH:20]=[CH:19][CH:18]=[CH:17][CH:16]=1)[C:4]1[CH:9]=[CH:8][CH:7]=[CH:6][CH:5]=1.Br[CH2:29][CH2:30][O:31][CH2:32][CH2:33]Br.C(OCC)(=O)C.CCCCCC>COCCOC>[CH2:3]([O:10][C:11]([C:12]1([N:13]=[C:14]([C:21]2[CH:26]=[CH:25][CH:24]=[CH:23][CH:22]=2)[C:15]2[CH:16]=[CH:17][CH:18]=[CH:19][CH:20]=2)[CH2:33][CH2:32][O:31][CH2:30][CH2:29]1)=[O:27])[C:4]1[CH:5]=[CH:6][CH:7]=[CH:8][CH:9]=1 |f:0.1,4.5|. Procedure details: To a suspension of sodium hydride (6.56 grams. 0.164 mole) in ethylene glycol dimethyl ether (150 mL) at 0° C. is added a solution of the N-(diphenylmethylene)glycine benzyl ester (0.07398 mole) in ethylene glycol dimethyl ether (50 mL) dropwise via addition funnel. A solution of 2-bromoethyl ether (23.21 grams, 0.090 mole) in ethylene glycol dimethyl ether (50 mL) is then added, in 10 mL portions over approximately 5 minutes, to the ethylene glycol dimethyl ether solution. The ice bath is remov... Starting materials: Cc1c(Br)cccc1C(=O)N1CCOCC1, COc1ccc(CN(Cc2ccc(OC)cc2)c2ncc(-c3nc(N4CCOCC4)nc4c3CCN4)cn2)cc1, COc1ccc(CN(Cc2ccc(OC)cc2)c2ncc(-c3nc(N4CCOCC4)nc4c3CCN4c3cccc(C(=O)N4CCOCC4)c3C)cn2)cc1. Yields the product Cc1c(C(=O)N2CCOCC2)cccc1N1CCc2c(-c3cnc(N)nc3)nc(N3CCOCC3)nc21. As a reaction SMILES: [Br:41][c:42]1[c:43]([CH3:44])[c:45]([C:46]([N:47]2[CH2:48][CH2:49][O:50][CH2:51][CH2:52]2)=[O:53])[cH:54][cH:55][cH:56]1.[CH3:1][O:2][c:3]1[cH:4][cH:5][c:6]([CH2:7][N:8]([CH2:9][c:10]2[cH:11][cH:12][c:13]([O:14][CH3:15])[cH:16][cH:17]2)[c:18]2[n:19][cH:20][c:21](-[c:22]3[c:23]4[c:27]([n:28][c:29]([N:30]5[CH2:31][CH2:32][O:33][CH2:34][CH2:35]5)[n:36]3)[NH:26][CH2:25][CH2:24]4)[cH:37][n:38]2)[cH:39][cH:40]1.[CH3:57][O:58][c:59]1[cH:60][cH:61][c:62]([CH2:63][N:64]([c:65]2[n:66][cH:67][c:68](-[c:71]3[c:72]4[c:73]([n:74][c:75]([N:77]5[CH2:78][CH2:79][O:80][CH2:81][CH2:82]5)[n:76]3)[N:83]([c:86]3[c:87]([CH3:100])[c:88]([C:92](=[O:93])[N:94]5[CH2:95][CH2:96][O:97][CH2:98][CH2:99]5)[cH:89][cH:90][cH:91]3)[CH2:84][CH2:85]4)[cH:69][n:70]2)[CH2:101][c:102]2[cH:103][cH:104][c:105]([O:106][CH3:107])[cH:108][cH:109]2)[cH:110][cH:111]1>>[NH2:64][c:65]1[n:66][cH:67][c:68](-[c:71]2[c:72]3[c:73]([n:74][c:75]([N:77]4[CH2:78][CH2:79][O:80][CH2:81][CH2:82]4)[n:76]2)[N:83]([c:86]2[c:87]([CH3:100])[c:88]([C:92](=[O:93])[N:94]4[CH2:95][CH2:96][O:97][CH2:98][CH2:99]4)[cH:89][cH:90][cH:91]2)[CH2:84][CH2:85]3)[cH:69][n:70]1. The reactants are CCO[SiH](Cl)OCC, CNC, CCCCC, CCO, Cl[SiH](Cl)Cl. Yields the product CCO[SiH](OCC)N(C)C. Reaction SMILES: [CH2:13]([CH3:14])[O:15][SiH:16]([Cl:17])[O:18][CH2:19][CH3:20].[CH3:10][NH:11][CH3:12].[CH3:1][CH2:2][CH2:3][CH2:4][CH3:5].[CH3:21][CH2:22][OH:23].[Cl:6][SiH:7]([Cl:8])[Cl:9]>>[CH3:10][N:11]([CH3:12])[SiH:16]([O:15][CH2:13][CH3:14])[O:18][CH2:19][CH3:20]. The reactants are COC(=O)C=1OC(C(C1)=O)(C)C1=CCCCC1 (5-cyclohex-1-enyl-5-methyl-4-oxo-4,5-dihydro-furan-2-carboxylic acid methyl ester), O[Li].O (LiOH.H2O). The solvent is C1CCOC1.CO (THF MeOH). Conditions: time 5 hour. Yields the product C1(=CCCCC1)C1(C(C=C(O1)C(=O)O)=O)C (racemic 5-cyclohex-1-enyl-5-methyl-4-oxo-4,5-dihydro-furan-2-carboxylic acid). Isolated yield 78.7%. Reaction SMILES: C[O:2][C:3]([C:5]1[O:6][C:7]([C:12]2[CH2:17][CH2:16][CH2:15][CH2:14][CH:13]=2)([CH3:11])[C:8](=[O:10])[CH:9]=1)=[O:4].O[Li].O>C1COCC1.CO>[C:12]1([C:7]2([CH3:11])[O:6][C:5]([C:3]([OH:4])=[O:2])=[CH:9][C:8]2=[O:10])[CH2:17][CH2:16][CH2:15][CH2:14][CH:13]=1 |f:1.2,3.4|. Reported procedure: To a solution of 5-cyclohex-1-enyl-5-methyl-4-oxo-4,5-dihydro-furan-2-carboxylic acid methyl ester (47 mg, 0.2 mmol) in THF/MeOH (1/1, 2 mL) was added LiOH.H2O (8.4 mg, 0.2 mmol). The reaction mixture was stirred at room temperature for 5 hours. After concentration, the residue was dissolved in H2O (4 mL), washed with ethyl ether (2×5 mL). The separated aqueous layer was acidified to pH 2. This acidified solution was extracted with ethyl ether (3×5 mL). The extracts were dried (Na2SO4), filtered...